From a dataset of the Open Reaction Database (ORD), a public repository of structured organic reaction records. describe an organic reaction: reactants, conditions, products, and yield Yields the product CNC=1C=CC2=C(N=C(O2)C2=CC=CC=C2)C1 (5-Methylamino-2-phenyl-benzoxazole). The reactants are C[Si](CCOC(NCC=1C=CC2=C(N=C(O2)C2=CC=CC=C2)C1)=O)(C)C ((2-phenyl-benzoxazol-5-yl-methyl)-carbamic acid 2-trimethylsilanyl-ethyl ester), [F-].C(CCC)[N+](CCCC)(CCCC)CCCC (tetrabutylammonium fluoride). RXN SMILES: C[Si](C)(C)CCOC(=O)NC[C:9]1[CH:10]=[CH:11][C:12]2[O:16][C:15]([C:17]3[CH:22]=[CH:21][CH:20]=[CH:19][CH:18]=3)=[N:14][C:13]=2[CH:23]=1.[F-].[CH2:28]([N+:32](CCCC)(CCCC)CCCC)CCC>C1COCC1>[CH3:28][NH:32][C:9]1[CH:10]=[CH:11][C:12]2[O:16][C:15]([C:17]3[CH:18]=[CH:19][CH:20]=[CH:21][CH:22]=3)=[N:14][C:13]=2[CH:23]=1 |f:1.2|. Run in C1CCOC1 (THF), C1CCOC1 (THF). Reported procedure: Dissolve (2-phenyl-benzoxazol-5-yl-methyl)-carbamic acid 2-trimethylsilanyl-ethyl ester (0.4, 0.99 mmol) in anhydrous THF (5 mL) and treat with 1M tetrabutylammonium fluoride in THF (1.5 mL, 1.54 mmol). Heat the mixture at reflux for 30 min evaporate the solvent and purify by SCX chromatography to obtain the title compound as a yellow oil (0.1 g, 27%). The yield is 27.0%. Starting materials: [BH4-], CO, O=Cc1ccc2c(c1)N(C1CCN(CCc3ccccc3F)CC1)CC2, [Na+], C1CCOC1. Product: OCc1ccc2c(c1)N(C1CCN(CCc3ccccc3F)CC1)CC2. Reaction SMILES: [BH4-:27].[CH3:29][OH:30].[F:1][c:2]1[c:3]([CH2:4][CH2:5][N:6]2[CH2:7][CH2:8][CH:9]([N:12]3[CH2:13][CH2:14][c:15]4[cH:16][cH:17][c:18]([CH:21]=[O:22])[cH:19][c:20]43)[CH2:10][CH2:11]2)[cH:23][cH:24][cH:25][cH:26]1.[Na+:28].[O:31]1[CH2:32][CH2:33][CH2:34][CH2:35]1>>[F:1][c:2]1[c:3]([CH2:4][CH2:5][N:6]2[CH2:7][CH2:8][CH:9]([N:12]3[CH2:13][CH2:14][c:15]4[cH:16][cH:17][c:18]([CH2:21][OH:22])[cH:19][c:20]43)[CH2:10][CH2:11]2)[cH:23][cH:24][cH:25][cH:26]1. Starting materials: CC(C)(C)OC(=O)NCCCC(C(=O)NCCCC(CO)NC(=O)OC(C)(C)C)N(Cc1ccccc1)C(=O)[O-], CCO. The product is CC(C)(C)OC(=O)NCCCC(N)C(=O)NCCCC(CO)NC(=O)OC(C)(C)C. Reaction SMILES: [CH2:1]([c:5]1[cH:6][cH:7][cH:9][cH:10][cH:11]1)[N:8]([C:2](=[O:3])[O-:4])[CH:12]([CH2:13][CH2:14][CH2:15][NH:16][C:17](=[O:18])[O:19][C:20]([CH3:21])([CH3:22])[CH3:23])[C:24](=[O:25])[NH:26][CH2:27][CH2:28][CH2:29][CH:30]([CH2:31][OH:32])[NH:33][C:34](=[O:35])[O:36][C:37]([CH3:38])([CH3:39])[CH3:40].[CH3:41][CH2:42][OH:43]>>[NH2:8][CH:12]([CH2:13][CH2:14][CH2:15][NH:16][C:17](=[O:18])[O:19][C:20]([CH3:21])([CH3:22])[CH3:23])[C:24](=[O:25])[NH:26][CH2:27][CH2:28][CH2:29][CH:30]([CH2:31][OH:32])[NH:33][C:34](=[O:35])[O:36][C:37]([CH3:38])([CH3:39])[CH3:40]. Reactants: C(=O)([O-])[O-].[K+].[K+] (K2CO3), C(C)(=O)O[BH-](OC(C)=O)OC(C)=O.[Na+] (Sodium triacetoxyborohydride), COC1=CC=CC=2[C@@H]3CCCN[C@H]3CCC21 (trans-7-methoxy-1,2,3,4,4a,5,6,10b-octahydrobenzo[f]quinoline), C1(=CC=CC=C1)C1=CC=C(C(=O)NCCCC=O)C=C1 (4-(4-phenylbenzoylamino)butyraldehyde). Run in ClCCl (dichloromethane). Conditions: time 6 hour. Yields the product COC1=CC=CC=2[C@@H]3CCCN([C@H]3CCC21)CCCCNC(C2=CC=C(C=C2)C2=CC=CC=C2)=O (trans-7-Methoxy-4-(4-(4-phenylbenzoylamino)butyl)-1,2,3,4,4a,5,6,10b-octahydrobenzo[f]quinoline), solid. The yield is 99.0%. Reaction SMILES: C(O[BH-](OC(=O)C)OC(=O)C)(=O)C.[Na+].[CH3:15][O:16][C:17]1[C:30]2[CH2:29][CH2:28][C@H:27]3[C@@H:22]([CH2:23][CH2:24][CH2:25][NH:26]3)[C:21]=2[CH:20]=[CH:19][CH:18]=1.[C:31]1([C:37]2[CH:50]=[CH:49][C:40]([C:41]([NH:43][CH2:44][CH2:45][CH2:46][CH:47]=O)=[O:42])=[CH:39][CH:38]=2)[CH:36]=[CH:35][CH:34]=[CH:33][CH:32]=1.C([O-])([O-])=O.[K+].[K+]>ClCCl>[CH3:15][O:16][C:17]1[C:30]2[CH2:29][CH2:28][C@H:27]3[C@@H:22]([CH2:23][CH2:24][CH2:25][N:26]3[CH2:47][CH2:46][CH2:45][CH2:44][NH:43][C:41](=[O:42])[C:40]3[CH:49]=[CH:50][C:37]([C:31]4[CH:36]=[CH:35][CH:34]=[CH:33][CH:32]=4)=[CH:38][CH:39]=3)[C:21]=2[CH:20]=[CH:19][CH:18]=1 |f:0.1,4.5.6|. Procedure: Sodium triacetoxyborohydride 0.83 g, 3.9 mmol) was added to a stirred mixture of trans-7-methoxy-1,2,3,4,4a,5,6,10b-octahydrobenzo[f]quinoline (D6a, 0.57 g, 2.6 mmol) and 4-(4-phenylbenzoylamino)butyraldehyde (0.77 g, 2.9 mmol) in dichloromethane (50 ml) at room temperature. After stirring for 6 h, the mixture was poured onto saturated aqueous K2CO3 (40 ml) and extracted with dichloromethane (3×20 ml). The combined organic extracts were washed with brine, dried (Na2SO4) and concentrated in vacuo... The reactants are COC=1C=C(C(=O)O)C=C(C1OC)O (3,4-dimethoxy-5-hydroxybenzoic acid), [OH-].[K+] (potassium hydroxide), C([O-])([O-])=O.[K+].[K+] (potassium carbonate), C(C)I (ethyl iodide). The solvent is CC(=O)C (acetone), O (water), CO (methanol), C(C)O (ethanol). Conditions: time 24 hour. The product is COC=1C=C(C(=O)O)C=C(C1OC)OCC (3,4-Dimethoxy-5-ethoxybenzoic acid). Reaction SMILES: [CH3:1][O:2][C:3]1[CH:4]=[C:5]([CH:9]=[C:10]([OH:14])[C:11]=1[O:12][CH3:13])[C:6]([OH:8])=[O:7].C(=O)([O-])[O-].[K+].[K+].[CH2:21](I)[CH3:22].[OH-].[K+]>CC(C)=O.C(O)C.O.CO>[CH3:1][O:2][C:3]1[CH:4]=[C:5]([CH:9]=[C:10]([O:14][CH2:21][CH3:22])[C:11]=1[O:12][CH3:13])[C:6]([OH:8])=[O:7] |f:1.2.3,5.6|. Reported procedure: Combine 3,4-dimethoxy-5-hydroxybenzoic acid (1.0 g, 5.0 mmol), potassium carbonate (4.2 g, 30.2 mmol), and ethyl iodide (3.9 g, 25.2 mmol) in acetone (50 mL). Heat to reflux. After 24 hours, cool, add methanol (25 mL) and water (5 mL) After 18 hours, concentrate in vacuo to give a residue. Combine the residue and ethanol (50 mL) and potassium hydroxide (0.56 g, 10 mmol). After 18 hours, concentrate in vacuo to give a residue. Partition the residue between ethyl acetate and a 1 M aqueous solution...